From a dataset of the Open Reaction Database (ORD), a public repository of structured organic reaction records. describe an organic reaction: reactants, conditions, products, and yield Reactants: IC1=CC=C(C=C1)C(CC(C=COC)=O)=O (1-(4-iodo-phenyl)-5-methoxy-pent-4-ene-1,3-dione), IC1=CC=C(C=C1)C(CC(C=COC)=O)=O (1-(4-iodo-phenyl)-5-methoxy-pent-4-ene-1,3-dione), NNC(=S)N (thiosemicarbazide). The solvent is CO (methanol). Yields the product IC1=CC=C(C=C1)C1=CC=2N(C(N1)=S)N=CC2 (5-(4-Iodo-phenyl)-6H-pyrazolo[1,5-c]pyrimidine-7-thione). Reaction SMILES: [I:1][C:2]1[CH:7]=[CH:6][C:5]([C:8](=O)[CH2:9][C:10](=O)[CH:11]=[CH:12]OC)=[CH:4][CH:3]=1.[NH2:17][NH:18][C:19]([NH2:21])=[S:20]>CO>[I:1][C:2]1[CH:7]=[CH:6][C:5]([C:8]2[NH:21][C:19](=[S:20])[N:18]3[N:17]=[CH:12][CH:11]=[C:10]3[CH:9]=2)=[CH:4][CH:3]=1. Reported procedure: A mixture of 1-(4-iodo-phenyl)-5-methoxy-pent-4-ene-1,3-dione (compound F1)(1.9 g) and thiosemicarbazide (5 g) in methanol (220 ml) is heated to reflux temperature. After the reaction is completed the solid is filtered and washed with methanol. The filtrate with the product is purified by flash silica gel chromatography. Starting materials: C(C1=CC=CC=C1)C1=C(C=CC=C1)CN1C2=CC=CC(=C2C=2C(=CC=CC12)O)C(=O)OC (9-[(2-benzylphenyl)methyl]-4-hydroxy-5-carbomethoxy carbazole), [OH-].[NH4+] (ammonium hydroxide), Cl (HCl). Solvent: C(C)(=O)OCC (ethyl acetate), C1CCOC1 (THF). Product: C(C1=CC=CC=C1)C1=C(C=CC=C1)CN1C2=CC=CC(=C2C=2C(=CC=CC12)O)C(N)=O (9-[(2-benzylphenyl)methyl]-4-hydroxy-5-carbamoyl carbazole). Isolated yield 44.0%. As a reaction SMILES: [CH2:1]([C:8]1[CH:13]=[CH:12][CH:11]=[CH:10][C:9]=1[CH2:14][N:15]1[C:27]2[CH:26]=[CH:25][CH:24]=[C:23]([OH:28])[C:22]=2[C:21]2[C:16]1=[CH:17][CH:18]=[CH:19][C:20]=2[C:29]([O:31]C)=O)[C:2]1[CH:7]=[CH:6][CH:5]=[CH:4][CH:3]=1.Cl.[OH-].[NH4+:35]>C1COCC1.C(OCC)(=O)C>[CH2:1]([C:8]1[CH:13]=[CH:12][CH:11]=[CH:10][C:9]=1[CH2:14][N:15]1[C:27]2[CH:26]=[CH:25][CH:24]=[C:23]([OH:28])[C:22]=2[C:21]2[C:16]1=[CH:17][CH:18]=[CH:19][C:20]=2[C:29](=[O:31])[NH2:35])[C:2]1[CH:7]=[CH:6][CH:5]=[CH:4][CH:3]=1 |f:2.3|. Procedure: A solution of the 9-[(2-benzylphenyl)methyl]-4-hydroxy-5-carbomethoxy carbazole (166 mg, 0.39 mM) in 8 mL THF and 30 mL concentrated aqueous ammonium hydroxide was sonicated for 30 hours at 40-50° C. The mixture was diluted with ethyl acetate and acidified to pH 1 with 5 N HCl. The aqueous layer was extracted twice with ethyl acetate. The combined organic extracts were washed with saturated brine, dried over magnesium sulfate, filtered, and concentrated. The residue was purified by column chroma... Starting materials: CC(C)CC(C(=O)NNC(=O)OCc1ccccc1)C(CNC(=O)c1ccccc1)C(=O)OC(C)(C)C, CCO. The product is CC(C)CC(C(=O)NN)C(CNC(=O)c1ccccc1)C(=O)OC(C)(C)C. RXN SMILES: [C:1]([c:2]1[cH:3][cH:4][cH:5][cH:6][cH:7]1)(=[O:8])[NH:9][CH2:10][CH:11]([C:12](=[O:13])[O:14][C:15]([CH3:16])([CH3:17])[CH3:18])[CH:19]([C:20](=[O:21])[NH:22][NH:23][C:24]([O:25][CH2:26][c:27]1[cH:28][cH:29][cH:30][cH:31][cH:32]1)=[O:33])[CH2:34][CH:35]([CH3:36])[CH3:37].[CH3:38][CH2:39][OH:40]>>[C:1]([c:2]1[cH:3][cH:4][cH:5][cH:6][cH:7]1)(=[O:8])[NH:9][CH2:10][CH:11]([C:12](=[O:13])[O:14][C:15]([CH3:16])([CH3:17])[CH3:18])[CH:19]([C:20](=[O:21])[NH:22][NH2:23])[CH2:34][CH:35]([CH3:36])[CH3:37]. Starting materials: ClCC=1C=C(C(=O)NC=2OC3=C(N2)C(=CC=C3C3=CC=C(C=C3)F)OC)C=CN1 (2-chloromethyl-N-[7-(4-fluoro-phenyl)-4-methoxy-benzooxazol-2-yl]-isonicotinamide), [H-].[Na+] (sodium hydride), C(C)O (ethanol). Run in O1CCOCC1 (dioxane), CN(C)C=O (DMF). The product is FC1=CC=C(C=C1)C1=CC=C(C=2N=C(OC21)NC(C2=CC(=NC=C2)COC)=O)OC (N-[7-(4-Fluoro-phenyl)-4-methoxy-benzooxazol-2-yl]-2-methoxymethyl-isonicotinamide). Reaction SMILES: Cl[CH2:2][C:3]1[CH:4]=[C:5]([CH:27]=[CH:28][N:29]=1)[C:6]([NH:8][C:9]1[O:10][C:11]2[C:17]([C:18]3[CH:23]=[CH:22][C:21]([F:24])=[CH:20][CH:19]=3)=[CH:16][CH:15]=[C:14]([O:25][CH3:26])[C:12]=2[N:13]=1)=[O:7].[H-].[Na+].[CH2:32]([OH:34])C>O1CCOCC1.CN(C=O)C>[F:24][C:21]1[CH:22]=[CH:23][C:18]([C:17]2[C:11]3[O:10][C:9]([NH:8][C:6](=[O:7])[C:5]4[CH:27]=[CH:28][N:29]=[C:3]([CH2:2][O:34][CH3:32])[CH:4]=4)=[N:13][C:12]=3[C:14]([O:25][CH3:26])=[CH:15][CH:16]=2)=[CH:19][CH:20]=1 |f:1.2|. Reported procedure: From 2-chloromethyl-N-[7-(4-fluoro-phenyl)-4-methoxy-benzooxazol-2-yl]-isonicotinamide with sodium hydride and ethanol in dioxane and DMF. ES-MS m/e (%): 408 (M+H+, 100). Starting materials: c1(COC(N)=O)ccccc1, C1(CCC(C=C1)=O)C. Reagents/catalysts: c1ccc(cc1)-c2c3ccccc3cc4ccccc24 (9-Phenylanthracene), C(F)(F)(F)S(=O)(=O)[N-]S(=O)(=O)C(F)(F)F.C(F)(F)(F)S(=O)(=O)[N-]S(=O)(=O)C(F)(F)F.[Ca+2] (Ca(NTf2)2). The solvent is CC1=CC=CC=C1 (Toluene). Conditions: temperature 25 celsius, time 18 hour. Product: C[C@H]1CCC(=O)C[C@@H]1NC(=O)OCc2ccccc2. Reaction SMILES: [NH2:1][C:2]([O:4][CH2:5][c:6]1[cH:11][cH:10][cH:9][cH:8][cH:7]1)=[O:3].[CH3:12][CH:13]1[CH:19]=[CH:18][C:16](=[O:17])[CH2:15][CH2:14]1>>[CH3:12][C@@H:13]1[C@@H:19]([NH:1][C:2]([O:4][CH2:5][c:6]2[cH:11][cH:10][cH:9][cH:8][cH:7]2)=[O:3])[CH2:18][C:16](=[O:17])[CH2:15][CH2:14]1. Starting materials: C(C)(C)(C)C=1C=C(C=C(C1O)C(C)(C)C)C=1OC(=C(N1)CCO)C (2-(3,5-di-t-butyl-4-hydroxyphenyl)-4-(2-hydroxyethyl)-5-methyloxazole), OC1=CC=C(C=O)C=C1 (4-hydroxybenzaldehyde), C1(=CC=CC=C1)P(C1=CC=CC=C1)C1=CC=CC=C1 (triphenylphosphine). Run in O1CCCC1 (tetrahydrofuran), O1CCCC1 (tetrahydrofuran). Reaction conditions: temperature -5 celsius. The product is C(C)(C)(C)C=1C=C(C=C(C1O)C(C)(C)C)C=1OC(=C(N1)CCOC1=CC=C(C=C1)C=O)C (2-(3,5-di-t-butyl-4-hydroxyphenyl)-4-(2-(4-formylphenoxy)ethyl)-5-methyloxazole). Isolated yield 74.1%. As a reaction SMILES: [C:1]([C:5]1[CH:6]=[C:7]([C:16]2[O:17][C:18]([CH3:24])=[C:19]([CH2:21][CH2:22][OH:23])[N:20]=2)[CH:8]=[C:9]([C:12]([CH3:15])([CH3:14])[CH3:13])[C:10]=1[OH:11])([CH3:4])([CH3:3])[CH3:2].O[C:26]1[CH:33]=[CH:32][C:29]([CH:30]=[O:31])=[CH:28][CH:27]=1.C1(P(C2C=CC=CC=2)C2C=CC=CC=2)C=CC=CC=1>O1CCCC1>[C:1]([C:5]1[CH:6]=[C:7]([C:16]2[O:17][C:18]([CH3:24])=[C:19]([CH2:21][CH2:22][O:23][C:26]3[CH:33]=[CH:32][C:29]([CH:30]=[O:31])=[CH:28][CH:27]=3)[N:20]=2)[CH:8]=[C:9]([C:12]([CH3:15])([CH3:14])[CH3:13])[C:10]=1[OH:11])([CH3:2])([CH3:3])[CH3:4]. Procedure details: The compound of Step C 3.61 g (10.9 mmole), 1.53 g (12.5 mmole) 4-hydroxybenzaldehyde, and 3.29 g (12.5 mmole) triphenylphosphine were dissolved in 30 ml tetrahydrofuran with stirring, under nitrogen. The solution was chilled to −5° C. ancl a solution of 1.97 ml (12.5 mmole) diethylcliazodicarboxylate in 10 ml. tetrahydrofuran was added over 10 minutes, with stirring. The reaction exothermed to +3° C. The bath was removed and the reaction stirred under nitrogen for 3 days. The reaction was strip... Reactants: BrC=1C=CC(=C(C1)C)Cl (5-bromo-2-chlorotoluene), solution, C[Si]([N-][Si](C)(C)C)(C)C.[Li+] (lithium hexamethyldisilazide), C1(CCCCC1)P(C1=C(C=CC=C1)C1=C(C=CC=C1)N(C)C)C1CCCCC1 (2-dicyclohexylphosphino-2′-(N,N-dimethylamino)biphenyl), FC([C@@H](CC(=O)OCC)C)(F)F (ethyl (3R)-4,4,4-trifluoro-3-methylbutanoate). The reagents and catalysts are C(C)(=O)[O-].[Pd+2].C(C)(=O)[O-] (palladium(II) acetate). The solvent is C1(=CC=CC=C1)C (toluene), C1(=CC=CC=C1)C (toluene), C1(=CC=CC=C1)C (toluene), C(C)(=O)OCC (ethyl acetate). Run at temperature -10 celsius, time 10 minute. Yields the product ClC1=C(C=C(C=C1)C(C(=O)OCC)[C@H](C(F)(F)F)C)C (Ethyl (3R)-2-(4-chloro-3-methylphenyl)-4,4,4-trifluoro-3-methylbutanoate). Reaction SMILES: C[Si](C)(C)[N-][Si](C)(C)C.[Li+].[F:11][C:12]([F:22])([F:21])[C@H:13]([CH3:20])[CH2:14][C:15]([O:17][CH2:18][CH3:19])=[O:16].Br[C:24]1[CH:25]=[CH:26][C:27]([Cl:31])=[C:28]([CH3:30])[CH:29]=1.C1(P(C2CCCCC2)C2C=CC=CC=2C2C=CC=CC=2N(C)C)CCCCC1>C1(C)C=CC=CC=1.C(OCC)(=O)C.C([O-])(=O)C.[Pd+2].C([O-])(=O)C>[Cl:31][C:27]1[CH:26]=[CH:25][C:24]([CH:14]([C@@H:13]([CH3:20])[C:12]([F:21])([F:22])[F:11])[C:15]([O:17][CH2:18][CH3:19])=[O:16])=[CH:29][C:28]=1[CH3:30] |f:0.1,7.8.9|. Procedure: 29.2 ml (29.2 mmol) of a 1 M solution of lithium hexamethyldisilazide in toluene were cooled to −10° C., and a solution of 4.30 g (23.4 mmol) of ethyl (3R)-4,4,4-trifluoro-3-methylbutanoate in 26 ml of abs. toluene was added dropwise. The mixture was stirred for 10 min At −10° C., a solution, prepared beforehand, of 5.0 g (19.5 mmol, 80% pure) of 5-bromo-2-chlorotoluene, 131 mg (0.58 mmol) of palladium(II) acetate and 483 mg (1.23 mmol) of 2-dicyclohexylphosphino-2′-(N,N-dimethylamino)biphenyl i... Reactants: resultant mixture, C(=O)NC1[C@@H]2N(C(=C(CS2)S\C=C/C=2C=CC(=NC2)C)C(=O)OC(C2=CC=CC=C2)C2=CC=CC=C2)C1=O (benzhydryl 7-formamido-3-[(Z)-2-(2-methyl-5-pyridyl)vinylthio]-3-cephem-4-carboxylate), Cl (hydrochloric acid), O (water), C([O-])(O)=O.[Na+] (sodium bicarbonate). Run in CO (methanol), C(C)(=O)OCC (ethyl acetate), O1CCCC1 (tetrahydrofuran). Run at time 2.5 hour. The product is NC1[C@@H]2N(C(=C(CS2)S\C=C/C=2C=CC(=NC2)C)C(=O)OC(C2=CC=CC=C2)C2=CC=CC=C2)C1=O (benzhydryl 7-amino-3-[(Z)-2-(2-methyl-5-pyridyl)vinylthio]-3-cephem-4-carboxylate). Isolated yield 84.9%. As a reaction SMILES: C([NH:3][CH:4]1[C:37](=[O:38])[N:6]2[C:7]([C:21]([O:23][CH:24]([C:31]3[CH:36]=[CH:35][CH:34]=[CH:33][CH:32]=3)[C:25]3[CH:30]=[CH:29][CH:28]=[CH:27][CH:26]=3)=[O:22])=[C:8]([S:11]/[CH:12]=[CH:13]\[C:14]3[CH:15]=[CH:16][C:17]([CH3:20])=[N:18][CH:19]=3)[CH2:9][S:10][C@H:5]12)=O.Cl.O.C(=O)(O)[O-].[Na+]>CO.C(OCC)(=O)C.O1CCCC1>[NH2:3][CH:4]1[C:37](=[O:38])[N:6]2[C:7]([C:21]([O:23][CH:24]([C:25]3[CH:26]=[CH:27][CH:28]=[CH:29][CH:30]=3)[C:31]3[CH:36]=[CH:35][CH:34]=[CH:33][CH:32]=3)=[O:22])=[C:8]([S:11]/[CH:12]=[CH:13]\[C:14]3[CH:15]=[CH:16][C:17]([CH3:20])=[N:18][CH:19]=3)[CH2:9][S:10][C@H:5]12 |f:3.4|. Procedure: To a suspension of benzhydryl 7-formamido-3-[(Z)-2-(2-methyl-5-pyridyl)vinylthio]-3-cephem-4-carboxylate (17.5 g) in methanol (90 ml) was added conc. hydrochloric acid (10.0 ml) at ambient temperature and the mixture was stirred at 30° to 35° C. for 2.5 hours. The reaction mixture was poured into a mixture of cold water (250 ml), tetrahydrofuran (250 ml) and ethyl acetate (500 ml). The resultant mixture was adjusted to pH 7 with a saturated aqueous solution of sodium bicarbonate. The separated o... The reactants are CI (methyl iodide), FC=1C=C2C(=CNC2=CC1)CC1CCN(CC1)CCN1S(C=2C3=C1C=CC=C3C=CC2)(=O)=O (2-{2-[4-((5-fluoro-3-indolyl)methyl)piperidino]ethyl}naphtho[1,8-cd]isothiazole 1,1-dioxide), [H-].[Na+] (sodium hydride), paraffin, O (water). The solvent is O1CCOCC1 (dioxane), CN(C=O)C (dimethylformamide). Conditions: temperature 20 celsius, time 1 hour. Product: FC=1C=C2C(=CN(C2=CC1)C)CC1CCN(CC1)CCN1S(C=2C3=C1C=CC=C3C=CC2)(=O)=O (2-{2-[4-((5-Fluoro-1-methyl-3-indolyl)methyl)piperidino]ethyl} naphtho[1,8-cd]isothiazole 1,1-dioxide). As a reaction SMILES: [F:1][C:2]1[CH:3]=[C:4]2[C:8](=[CH:9][CH:10]=1)[NH:7][CH:6]=[C:5]2[CH2:11][CH:12]1[CH2:17][CH2:16][N:15]([CH2:18][CH2:19][N:20]2[C:24]3[CH:25]=[CH:26][CH:27]=[C:28]4[CH:29]=[CH:30][CH:31]=[C:22]([C:23]=34)[S:21]2(=[O:33])=[O:32])[CH2:14][CH2:13]1.[H-].[Na+].[CH3:36]I.O>CN(C)C=O.O1CCOCC1>[F:1][C:2]1[CH:3]=[C:4]2[C:8](=[CH:9][CH:10]=1)[N:7]([CH3:36])[CH:6]=[C:5]2[CH2:11][CH:12]1[CH2:13][CH2:14][N:15]([CH2:18][CH2:19][N:20]2[C:24]3[CH:25]=[CH:26][CH:27]=[C:28]4[CH:29]=[CH:30][CH:31]=[C:22]([C:23]=34)[S:21]2(=[O:32])=[O:33])[CH2:16][CH2:17]1 |f:1.2|. Reported procedure: A mixture of 2-{2-[4-((5-fluoro-3-indolyl)methyl)piperidino]ethyl}naphtho[1,8-cd]isothiazole 1,1-dioxide (2.3 g) in dimethylformamide (40 cc) is added in the course of 15 minutes to a 50% strength dispersion of sodium hydride (0.27 g) in liquid paraffin, under a stream of argon, while the temperature is maintained in the region of 20° C. The reaction medium is stirred for 1 hour at a temperature in the vicinity of 20° C. and a solution of methyl iodide (0.4 cc) in dioxane (20 cc) is then added i...